Dataset: the Open Reaction Database (ORD), a public repository of structured organic reaction records. Task: describe an organic reaction: reactants, conditions, products, and yield Starting materials: [NH4+].[Cl-] (NH4Cl), CN(C)C=O (DMF), N#N (N2), [Li]CCCC (n-BuLi), solution, O1C(=CC=C1)C1(OCCO1)C (2-furan-2-yl-2-methyl-[1,3]dioxolane). The solvent is CCCCCC (hexane), C1CCOC1 (THF), C1CCOC1 (THF). Run at temperature -78 celsius, time 1 hour. Yields the product CC1(OCCO1)C1=CC=C(O1)C=O (5-(2-methyl-[1,3]dioxolan-2-yl)-furan-2-carbaldehyde). The yield is 166.7%. RXN SMILES: N#N.[Li]CCCC.[O:8]1[CH:12]=[CH:11][CH:10]=[C:9]1[C:13]1([CH3:18])[O:17][CH2:16][CH2:15][O:14]1.CN([CH:22]=[O:23])C.[NH4+].[Cl-]>CCCCCC.C1COCC1>[CH3:18][C:13]1([C:9]2[O:8][C:12]([CH:22]=[O:23])=[CH:11][CH:10]=2)[O:14][CH2:15][CH2:16][O:17]1 |f:4.5|. Reported procedure: In a flame dried round-bottomed flask equipped with a magnetic stir bar and under inert atmosphere (N2), to a solution of n-BuLi (14.6 mL of a 1.6M solution in hexane, 23.35 mmol) in THF (21 mL) at −78° C. was added dropwise a solution of 2-furan-2-yl-2-methyl-[1,3]dioxolane (3.00 g, 19.46 mmol) in THF (6.0 mL). The reaction mixture was then stirred for 1 h at −78° C. before DMF (4.52 mL, 58.38 mmol) was added dropwise. The reaction mixture was stirred for 1 h at −78° C. Sat. aq. NH4Cl (50 mL) w... The reactants are BrCc1cccc2ccccc12, CC(C)(C)OC(=O)N1CC(O)CC1C(=O)O, C1CCOC1, [H-], [Na+], O. Yields the product CC(C)(C)OC(=O)N1CC(OCc2cccc3ccccc23)CC1C(=O)O. Reaction SMILES: [Br:19][CH2:20][c:21]1[cH:22][cH:23][cH:24][c:25]2[cH:26][cH:27][cH:28][cH:29][c:30]12.[C:1](=[O:2])([O:3][C:4]([CH3:5])([CH3:6])[CH3:7])[N:8]1[CH:9]([C:10](=[O:11])[OH:12])[CH2:13][CH:14]([OH:16])[CH2:15]1.[CH2:32]1[O:33][CH2:34][CH2:35][CH2:36]1.[H-:17].[Na+:18].[OH2:31]>>[C:1](=[O:2])([O:3][C:4]([CH3:5])([CH3:6])[CH3:7])[N:8]1[CH:9]([C:10](=[O:11])[OH:12])[CH2:13][CH:14]([O:16][CH2:20][c:21]2[cH:22][cH:23][cH:24][c:25]3[cH:26][cH:27][cH:28][cH:29][c:30]23)[CH2:15]1.